describe an organic reaction: reactants, conditions, products, and yield From a dataset of the Open Reaction Database (ORD), a public repository of structured organic reaction records. Starting materials: ClC1=C(C(=CC(=C1)Cl)Cl)[N+](=O)[O-] (1,3,5-trichloronitrobenzene), C(C)(C)(C)OC(=O)N1CCNCC1 (1-t-butoxycarbonyl-piperazine). Solvent: C1(=CC=CC=C1)C (toluene). Yields the product C(C)(C)(C)OC(=O)N1CCN(CC1)C1=C(C(=CC(=C1)Cl)Cl)[N+](=O)[O-] (4-(3,5-dichloro-2-nitrophenyl)-piperazine-1-carboxylic acid tert-butyl ester). The yield is 27.8%. Reaction SMILES: Cl[C:2]1[CH:7]=[C:6]([Cl:8])[CH:5]=[C:4]([Cl:9])[C:3]=1[N+:10]([O-:12])=[O:11].[C:13]([O:17][C:18]([N:20]1[CH2:25][CH2:24][NH:23][CH2:22][CH2:21]1)=[O:19])([CH3:16])([CH3:15])[CH3:14]>C1(C)C=CC=CC=1>[C:13]([O:17][C:18]([N:20]1[CH2:25][CH2:24][N:23]([C:2]2[CH:7]=[C:6]([Cl:8])[CH:5]=[C:4]([Cl:9])[C:3]=2[N+:10]([O-:12])=[O:11])[CH2:22][CH2:21]1)=[O:19])([CH3:16])([CH3:14])[CH3:15]. Procedure details: A solution of 1,3,5-trichloronitrobenzene (800 mg) and 1-t-butoxycarbonyl-piperazine (790 mg) in toluene (20 ml) was stirred at 80° C. under N2 for 15 hours. The reaction mixture was cooled to room temperature, partitioned between water and ethyl acetate, the organic layer was dried (Na2SO4) and concentrated in vacuo. The residue was subjected to silica gel chromatography (cyclohexane:ethyl acetate 8:2) to afford 4-(3,5-dichloro-2-nitrophenyl)-piperazine-1-carboxylic acid tert-butyl ester (0.37 ... Reactants: NC=1C=C(OC2=C3C(=NC=C2)NC(N3)=O)C=CC1 (7-(3-aminophenoxy)-1H-imidazo[4,5-b]pyridin-2(3H)-one), N=1SN=C2C1C=CC(=C2)C(=O)Cl (benzo[c][1,2,5]thiadiazole-5-carbonyl chloride). Product: O=C1NC=2C(=NC=CC2OC=2C=C(C=CC2)NC(=O)C2=CC=3C(=NSN3)C=C2)N1 (N-(3-(2-oxo-2,3-dihydro-1H-imidazo[4,5-b]pyridin-7-yloxy)phenyl)benzo[c][1,2,5]thiadiazole-5-carboxamide). Yield: 33.0%. As a reaction SMILES: [NH2:1][C:2]1[CH:3]=[C:4]([CH:16]=[CH:17][CH:18]=1)[O:5][C:6]1[CH:11]=[CH:10][N:9]=[C:8]2[NH:12][C:13](=[O:15])[NH:14][C:7]=12.[N:19]1[S:20][N:21]=[C:22]2[CH:27]=[C:26]([C:28](Cl)=[O:29])[CH:25]=[CH:24][C:23]=12>>[O:15]=[C:13]1[NH:12][C:8]2=[N:9][CH:10]=[CH:11][C:6]([O:5][C:4]3[CH:3]=[C:2]([NH:1][C:28]([C:26]4[CH:25]=[CH:24][C:23]5=[N:19][S:20][N:21]=[C:22]5[CH:27]=4)=[O:29])[CH:18]=[CH:17][CH:16]=3)=[C:7]2[NH:14]1. Reported procedure: Method H was used with 7-(3-aminophenoxy)-1H-imidazo[4,5-b]pyridin-2(3H)-one and benzo[c][1,2,5]thiadiazole-5-carbonyl chloride to afford the title compound (28 mg, 33%). 1H-NMR (δ, ppm, DMSO-d6): 6.51 (d, 1H, HPy,5, J=6.0 Hz), 6.95 (d, 1H, Harom, J=8.0 Hz), 7.46 (t, 1H, Harom, J=8.0 Hz), 7.68 (t, 1H, Harom, J=2.0 Hz), 7.71 (d, 1H, Harom, J=8.0 Hz), 7.82 (d, 1H, HPy,6, J=6.0 Hz), 7.91 (d, 1H, Harom, J=8.0 Hz), 8.15-8.23 (m, 2H, Harom), 8.73 (s, 1H, Harom), 10.68 (s, 1H, NHamide), 11.21 (s, 1H, N... Reported procedure: To a stirred solution of Grignard reagent prepared from Mg (240 mg, 10 mmol) and phenyl bromide (10 mmol) in THF (50 mL) solid powdered nitrone 124 (2 mmol) was added in small portions. The mixture was stirred for 2 h, then decomposed with MeOH (50 mL) and evaporated. The crude hydroxylamine derivative 139 was washed with hexane (3×10 mL), suspended in CHCl3 (100 mL) and stirred with MnO2 for 16 h. Solid inorganic material was filtered off, washed with CHCl3 (10×10 mL), and MeOH (10×10 mL). Comb... Starting materials: CO (MeOH), Grignard reagent, Mg, C1(=CC=CC=C1)Br (phenyl bromide), ClC=1C=C2[N+](=CC(NC2=CC1Cl)=O)[O-] (6,7-Dichloro-1,2-dihydroquinoxaline-2-one-4-oxide). The product is ClC=1C=C2[N+](=C(C(NC2=CC1Cl)=O)C1=CC=CC=C1)[O-] (6,7-Dichloro-3-phenyl-1,2-dihydroquinoxalin-2-one-4-oxide). Yield: 39.0%. Run at time 2 hour. Solvent: C1CCOC1 (THF). Reaction SMILES: [C:1]1(Br)[CH:6]=[CH:5][CH:4]=[CH:3][CH:2]=1.[Cl:8][C:9]1[CH:10]=[C:11]2[C:16](=[CH:17][C:18]=1[Cl:19])[NH:15][C:14](=[O:20])[CH:13]=[N+:12]2[O-:21].CO>C1COCC1>[Cl:8][C:9]1[CH:10]=[C:11]2[C:16](=[CH:17][C:18]=1[Cl:19])[NH:15][C:14](=[O:20])[C:13]([C:1]1[CH:6]=[CH:5][CH:4]=[CH:3][CH:2]=1)=[N+:12]2[O-:21]. Starting materials: NC=1C=CC=C2C=CNC12 (7-aminoindole), C(Cl)Cl (CH2Cl2), [OH-].[Na+] (NaOH), 12-L, ClC(=O)OCC1=CC=CC=C1 (benzyl chloroformate). The solvent is CCCCCCC (heptane). Conditions: temperature 55 celsius. The product is C(C1=CC=CC=C1)OC(NC=1C=CC=C2C=CNC12)=O ((1H-Indol-7-yl)-carbamic acid benzyl ester). The yield is 96.4%. As a reaction SMILES: [NH2:1][C:2]1[CH:3]=[CH:4][CH:5]=[C:6]2[C:10]=1[NH:9][CH:8]=[CH:7]2.C(Cl)Cl.[OH-].[Na+].Cl[C:17]([O:19][CH2:20][C:21]1[CH:26]=[CH:25][CH:24]=[CH:23][CH:22]=1)=[O:18]>CCCCCCC>[CH2:20]([O:19][C:17](=[O:18])[NH:1][C:2]1[CH:3]=[CH:4][CH:5]=[C:6]2[C:10]=1[NH:9][CH:8]=[CH:7]2)[C:21]1[CH:26]=[CH:25][CH:24]=[CH:23][CH:22]=1 |f:2.3|. Procedure: Equip a 12-L reaction flask with a cooling bath, air driven stirring apparatus, addition funnel, and thermometer probe. Thoroughly purge the flask with nitrogen, charge 7-aminoindole (352 g, 2.663 moles), CH2Cl2 (5.30 L, 15 volumes) and 2N NaOH (1.76 L, 3.515 moles). After cooling the biphasic solution to less than 10° C., benzyl chloroformate (500 g, 2.929 moles) add dropwise at such a rate so as to maintain the temperature at less than 10° C. over one hour. Stir the reaction vigorously for 1 h... Starting materials: C1(=CCCC1)C1=CC=2C(=NC=C(C2S1)C(=O)N)NCC1=CC=C(C=C1)OC (2-Cyclopent-1-enyl-4-(4-methoxy-benzylamino)-thieno[3,2-c]pyridine-7-carboxylic acid amide), C(=O)(C(F)(F)F)O (TFA). Run at temperature 50 celsius. Product: [NH4+].[OH-] (NH4OH), NC1=NC=C(C2=C1C=C(S2)C2=CCCC2)C(=O)N (4-Amino-2-cyclopent-1-enyl-thieno [3,2-c]pyridine-7-carboxylic acid amide). Isolated yield 15.4%. Reaction SMILES: [C:1]1([C:6]2[S:14][C:13]3[C:12]([C:15]([NH2:17])=[O:16])=[CH:11][N:10]=[C:9]([NH:18]CC4C=CC(OC)=CC=4)[C:8]=3[CH:7]=2)[CH2:5][CH2:4][CH2:3][CH:2]=1.C(O)(C(F)(F)F)=O>>[NH4+:10].[OH-:16].[NH2:18][C:9]1[C:8]2[CH:7]=[C:6]([C:1]3[CH2:5][CH2:4][CH2:3][CH:2]=3)[S:14][C:13]=2[C:12]([C:15]([NH2:17])=[O:16])=[CH:11][N:10]=1 |f:2.3|. Procedure details: To 2-cyclopent-1-enyl-4-(4-methoxy-benzylamino)-thieno[3,2-c]pyridine-7-carboxylic acid amide 33 (21 mg, 0.055 mmol.) was added TFA (2 mL) and the solution was heated to 50° C. for 1 h. Solvents were removed in vacuo. Silica gel column chromotagraphy (eluent: 1 NH4OH, 7% MeOH in CH2Cl2) provided 1.1 mg of 34. 1H NMR (400 MHz, d6-DMSO) δ 8.46 (s, 1H), 7.89 (bs, 1H), 7.51 (s, 1H), 7.24 (bs, 1H), 7.12 (bs, 2H), 6.15 (m,1H), 2.72 (m, 2H), 2.53 (m, 2H), 2.01 (p, J=7 Hz, 2H). Starting materials: CC(C)(C)OC(=O)CBr, C=CCN(C(=O)OCc1ccccc1)c1cnc2n(c1=O)C(C(=O)Nc1ccccc1)CC2C, C1CCOC1, C[Si](C)(C)[N-][Si](C)(C)C, [Li+]. The product is C=CCN(C(=O)OCc1ccccc1)c1cnc2n(c1=O)C(C(=O)Nc1ccccc1)CC2(C)CC(=O)OC(C)(C)C. As a reaction SMILES: [Br:45][CH2:46][C:47](=[O:48])[O:49][C:50]([CH3:51])([CH3:52])[CH3:53].[CH2:1]([c:2]1[cH:3][cH:4][cH:5][cH:6][cH:7]1)[O:8][C:9]([N:10]([c:11]1[cH:12][n:13][c:14]2[n:15]([c:16]1=[O:17])[CH:18]([C:22]([NH:23][c:24]1[cH:25][cH:26][cH:27][cH:28][cH:29]1)=[O:30])[CH2:19][CH:20]2[CH3:21])[CH2:31][CH:32]=[CH2:33])=[O:34].[CH2:54]1[O:55][CH2:56][CH2:57][CH2:58]1.[CH3:36][Si:37]([N-:38][Si:39]([CH3:40])([CH3:41])[CH3:42])([CH3:43])[CH3:44].[Li+:35]>>[CH2:1]([c:2]1[cH:3][cH:4][cH:5][cH:6][cH:7]1)[O:8][C:9]([N:10]([c:11]1[cH:12][n:13][c:14]2[n:15]([c:16]1=[O:17])[CH:18]([C:22]([NH:23][c:24]1[cH:25][cH:26][cH:27][cH:28][cH:29]1)=[O:30])[CH2:19][C:20]2([CH3:21])[CH2:46][C:47](=[O:48])[O:49][C:50]([CH3:51])([CH3:52])[CH3:53])[CH2:31][CH:32]=[CH2:33])=[O:34]. The reactants are CCN(C(C)C)C(C)C (DIEA), S(N)(=O)(=O)C1=CC=C(S1)C1=CC=C(C(=O)O)C=C1 (4-(5-Sulfamoyl-thiophen-2-yl)-benzoic acid), C=1C=CC2=C(C1)N=NN2O (HOBt), [Li] (lithium), CCN=C=NCCCN(C)C.Cl (EDC-HCl), N1[C@@H](CCC1)CN1CCCC1 ((S)(+)-1-(2-pyrrolidinylmethyl)pyrrolidine). Solvent: CN(C)C=O.ClCCl (DMF dichloromethane). Product: N1(CCCC1)C[C@H]1N(CCC1)C(=O)C1=CC=C(C=C1)C1=CC=C(S1)S(=O)(=O)N (5-[4-(2(S)-Pyrrolidin-1-ylmethyl-pyrrolidine-1-carbonyl)-phenyl]-thiophene-2-sulfonic acid amide). Isolated yield 34.0%. Reaction SMILES: [S:1]([C:5]1[S:9][C:8]([C:10]2[CH:18]=[CH:17][C:13]([C:14]([OH:16])=O)=[CH:12][CH:11]=2)=[CH:7][CH:6]=1)(=[O:4])(=[O:3])[NH2:2].[Li].CCN=C=NCCCN(C)C.Cl.C1C=CC2N(O)N=NC=2C=1.CCN(C(C)C)C(C)C.[NH:51]1[CH2:55][CH2:54][CH2:53][C@H:52]1[CH2:56][N:57]1[CH2:61][CH2:60][CH2:59][CH2:58]1>CN(C=O)C.ClCCl>[N:57]1([CH2:56][C@@H:52]2[CH2:53][CH2:54][CH2:55][N:51]2[C:14]([C:13]2[CH:12]=[CH:11][C:10]([C:8]3[S:9][C:5]([S:1]([NH2:2])(=[O:3])=[O:4])=[CH:6][CH:7]=3)=[CH:18][CH:17]=2)=[O:16])[CH2:61][CH2:60][CH2:59][CH2:58]1 |f:2.3,7.8,^1:18|. Reported procedure: The title compound is prepared in a manner substantially analogous to General Procedure D in 9 mL 50% DMF/dichloromethane using 4-(5-Sulfamoyl-thiophen-2-yl)-benzoic acid, lithium salt (173 mg, 0.61 mmol), EDC-HCl (174 mg, 0.91 mmol), HOBt (123 mg, 0.91 mmol), DIEA (0.26 mL, 1.5 mmol) and (S)(+)-1-(2-pyrrolidinylmethyl)pyrrolidine (79 mg, 0.51 mmol) to give the title compound (74 mg, 34% yield). MS (ES+) 420.2 (M+H)+ Starting materials: BrC1=CC=C(O1)C(=O)O (5-bromofuran-2-carboxylic acid), COC(=O)C=1C=C(C=CC1)B(O)O (3-methoxycarbonylphenylboronic acid), C(O)([O-])=O.[Na+] (sodium hydrogen carbonate), C1(=CC=CC=C1)C (toluene). Procedure: To 5-bromofuran-2-carboxylic acid (0.50 g, 2.6 mmol), 3-methoxycarbonylphenylboronic acid (0.52 g, 2.9 mmol), tetrakis(triphenylphosphine)palladium (45 mg, 0.039 mmol), and sodium hydrogen carbonate (0.49 g, 5.9 mmol) were added toluene (3.5 ml), tetrahydrofuran (3.0 mL) and water (3.5 ml), and the mixture was stirred at 90° C. for 2 hours. Water was added to the reaction mixture, and the mixture was washed with ethyl acetate. The aqueous layer was acidified with 1N hydrochloric acid, and the mi... RXN SMILES: Br[C:2]1[O:6][C:5]([C:7]([OH:9])=[O:8])=[CH:4][CH:3]=1.[CH3:10][O:11][C:12]([C:14]1[CH:15]=[C:16](B(O)O)[CH:17]=[CH:18][CH:19]=1)=[O:13].C(=O)([O-])O.[Na+].C1(C)C=CC=CC=1>C1C=CC([P]([Pd]([P](C2C=CC=CC=2)(C2C=CC=CC=2)C2C=CC=CC=2)([P](C2C=CC=CC=2)(C2C=CC=CC=2)C2C=CC=CC=2)[P](C2C=CC=CC=2)(C2C=CC=CC=2)C2C=CC=CC=2)(C2C=CC=CC=2)C2C=CC=CC=2)=CC=1.O.O1CCCC1>[CH3:10][O:11][C:12]([C:14]1[CH:19]=[C:18]([C:2]2[O:6][C:5]([C:7]([OH:9])=[O:8])=[CH:4][CH:3]=2)[CH:17]=[CH:16][CH:15]=1)=[O:13] |f:2.3,^1:38,40,59,78|. Conditions: temperature 90 celsius, time 2 hour. Product: COC(=O)C=1C=C(C=CC1)C1=CC=C(O1)C(=O)O (5-(3-methoxycarbonylphenyl)furan-2-carboxylic acid). The yield is 88.5%. Reagents/catalysts: C=1C=CC(=CC1)[P](C=2C=CC=CC2)(C=3C=CC=CC3)[Pd]([P](C=4C=CC=CC4)(C=5C=CC=CC5)C=6C=CC=CC6)([P](C=7C=CC=CC7)(C=8C=CC=CC8)C=9C=CC=CC9)[P](C=1C=CC=CC1)(C=1C=CC=CC1)C=1C=CC=CC1 (tetrakis(triphenylphosphine)palladium). The solvent is O (water), O1CCCC1 (tetrahydrofuran), O (Water). As a reaction SMILES: [Br:1][C:2]1[CH:3]=[C:4]2[C:12](=[CH:13][CH:14]=1)[C:11]1[S:10][C:9]([C:15]3ON=[C:17]([C:20]4C=CC=C[CH:21]=4)[C:16]=3C(F)(F)F)=[N:8][C:7]=1[CH2:6][CH2:5]2.BrC1C=C2C(=CC=1)C(=O)C(NC(=O)CCCCC)CC2>>[Br:1][C:2]1[CH:3]=[C:4]2[C:12](=[CH:13][CH:14]=1)[C:11]1[S:10][C:9]([CH2:15][CH2:16][CH2:17][CH2:20][CH3:21])=[N:8][C:7]=1[CH2:6][CH2:5]2. Yields the product BrC=1C=C2CCC=3N=C(SC3C2=CC1)CCCCC (7-bromo-2-pentyl-4,5-dihydronaphtho[2,1-d]thiazole). Procedure details: This compound was prepared according to the procedure described for Preparation 82D, employing 1.25 g of N-(6-bromo-1-oxo-1,2,3,4-tetrahydronaphthalen-2-yl)hexanamide (86A). Yield: (415 mgs, 33%). LC/MS M+1=337. The reactants are BrC=1C=C2CCC=3N=C(SC3C2=CC1)C1=C(C(=NO1)C1=CC=CC=C1)C(F)(F)F (5-(7-bromo-4,5-dihydronaphtho[2,1-d]thiazol-2-yl)-3-phenyl-4-(trifluoromethyl)isoxazole), BrC=1C=C2CCC(C(C2=CC1)=O)NC(CCCCC)=O (N-(6-bromo-1-oxo-1,2,3,4-tetrahydronaphthalen-2-yl)hexanamide). Reactants: O=C([O-])O, CS(=O)(=O)Cl, CCC(=O)NCCC1CN(C=O)c2ccc(O)c(CCO)c21, [Na+], c1ccncc1. Yields the product CCC(=O)NCCC1CN(C=O)c2ccc3c(c21)CCO3. As a reaction SMILES: [C:28](=[O:29])([O-:30])[OH:31].[CH3:23][S:24]([Cl:25])(=[O:26])=[O:27].[CH:1](=[O:2])[N:3]1[CH2:4][CH:5]([CH2:16][CH2:17][NH:18][C:19]([CH2:20][CH3:21])=[O:22])[c:6]2[c:7]([CH2:13][CH2:14][OH:15])[c:8]([OH:12])[cH:9][cH:10][c:11]21.[Na+:32].[cH:33]1[cH:34][cH:35][n:36][cH:37][cH:38]1>>[CH:1](=[O:2])[N:3]1[CH2:4][CH:5]([CH2:16][CH2:17][NH:18][C:19]([CH2:20][CH3:21])=[O:22])[c:6]2[c:7]3[c:8]([cH:9][cH:10][c:11]21)[O:15][CH2:14][CH2:13]3.